Dataset: the Open Reaction Database (ORD), a public repository of structured organic reaction records. Task: describe an organic reaction: reactants, conditions, products, and yield The reactants are C1(CC2=C1C=CC=C2)=O (Benzocyclobutenone), S(O)(O)(=O)=O (sulfuric acid), S(O)(O)(=O)=O (sulfuric acid), [N+](=O)(O)[O-] (nitric acid). Run in O (water). Yields the product [N+](=O)([O-])C1=CC=CC=2C(CC21)=O (3-nitrobenzocyclobutenone). As a reaction SMILES: [C:1]1(=[O:9])[C:4]2[CH:5]=[CH:6][CH:7]=[CH:8][C:3]=2[CH2:2]1.S(=O)(=O)(O)O.[N+:15]([O-])([OH:17])=[O:16]>O>[N+:15]([C:8]1[C:3]2[CH2:2][C:1](=[O:9])[C:4]=2[CH:5]=[CH:6][CH:7]=1)([O-:17])=[O:16]. Procedure details: Benzocyclobutenone (1.20 g) was added slowly to concentrated sulfuric acid (5 mL) at 0° C. with vigorous stirring. The mixture of concentrated sulfuric acid (1.0 mL) and nitric acid (70%, 1.05 g) was added at such a rate that the solution temperature remained at 10° C. After the completion of addition of nitrating solution, the reaction mixture was then poured into icey water (30 mL). The resulting mixture was filtered. The filtrate was neutralized with sodium carbonate powders and the water was...